The task is: describe an organic reaction: reactants, conditions, products, and yield. This data is from the Open Reaction Database (ORD), a public repository of structured organic reaction records. As a reaction SMILES: [Br-:1].[CH2:30]1[O:31][CH2:32][CH2:33][CH2:34]1.[CH3:2][Mg+:3].[Cl:4][c:5]1[cH:6][c:7]([CH3:29])[c:8]([O:9][c:10]2[c:11]([C:12](=[O:13])[NH2:14])[c:15]([NH:20][CH:21]([CH2:22][CH3:23])[CH:24]=[O:25])[cH:16][c:17]([CH3:19])[n:18]2)[c:26]([CH3:28])[cH:27]1>>[CH3:2][CH:24]([CH:21]([NH:20][c:15]1[c:11]([C:12](=[O:13])[NH2:14])[c:10]([O:9][c:8]2[c:7]([CH3:29])[cH:6][c:5]([Cl:4])[cH:27][c:26]2[CH3:28])[n:18][c:17]([CH3:19])[cH:16]1)[CH2:22][CH3:23])[OH:25]. Reactants: [Br-], C1CCOC1, C[Mg+], CCC(C=O)Nc1cc(C)nc(Oc2c(C)cc(Cl)cc2C)c1C(N)=O. Product: CCC(Nc1cc(C)nc(Oc2c(C)cc(Cl)cc2C)c1C(N)=O)C(C)O. The reactants are ClCC(COC1=NSN=C1N1CCOCC1)=NO (3-Chloro-1-[(4-morpholino-1,2,5-thiadiazol-3-yl)oxy]-2-propanone oxime), Cl (HCl). Solvent: CCOCC (ether), CCOCC (ether). Conditions: time 10 minute. Product: Cl.C(C)(C)NCC(COC1=NSN=C1N1CCOCC1)=NO (1-(Isopropylamino)-3-[(4-morpholino-1,2,5-thiadiazol-3-yl)oxy]-2-propanone oxime Hydrochloride). Yield: 89.0%. As a reaction SMILES: [Cl:1][CH2:2][C:3](=[N:17][OH:18])[CH2:4][O:5][C:6]1[C:10]([N:11]2[CH2:16][CH2:15][O:14][CH2:13][CH2:12]2)=[N:9][S:8][N:7]=1.Cl>CCOCC>[ClH:1].[CH:3]([NH:17][CH2:2][C:3](=[N:17][OH:18])[CH2:4][O:5][C:6]1[C:10]([N:11]2[CH2:16][CH2:15][O:14][CH2:13][CH2:12]2)=[N:9][S:8][N:7]=1)([CH3:4])[CH3:2] |f:3.4|. Reported procedure: The oxime 4b (0.25 g) was dissolved in ether and ether saturated with HCl was introduced dropwise into the solution. The mixture was stirred for 10 minutes, filtered and dried in vacuo overnight. Yield: 89%. Anal. (C12H22N5O3SCl) C,H,N.